This data is from the Open Reaction Database (ORD), a public repository of structured organic reaction records. The task is: describe an organic reaction: reactants, conditions, products, and yield Starting materials: S1SC(CC1)CCCCCNC(C(=O)OC)=O (Methyl N-[5-(1,2-dithiolan-3-yl)pentyl]oxalamidate), [OH-].[Na+] (sodium hydroxide), CO (methanol), aqueous solution. The solvent is O1CCCC1 (tetrahydrofuran). The product is S1SC(CC1)CCCCCNC(C(=O)O)=O (N-[5-(1,2-Dithiolan-3-yl)pentyl]oxalamic acid). The yield is 73.3%. RXN SMILES: [S:1]1[CH2:5][CH2:4][CH:3]([CH2:6][CH2:7][CH2:8][CH2:9][CH2:10][NH:11][C:12](=[O:17])[C:13]([O:15]C)=[O:14])[S:2]1.CO.[OH-].[Na+]>O1CCCC1>[S:1]1[CH2:5][CH2:4][CH:3]([CH2:6][CH2:7][CH2:8][CH2:9][CH2:10][NH:11][C:12](=[O:17])[C:13]([OH:15])=[O:14])[S:2]1 |f:2.3|. Procedure: The reaction was effected as described in Example 49, but using 92 mg of methyl N-[5-(1,2-dithiolan-3-yl)pentyl]oxcalamidate (prepared as described in Example 65), 4 ml of methanol, 1 ml of tetrahydrofuran and 0.6 ml of a 1N aqueous solution of sodium hydroxide. The solvent was removed from the reaction mixture by distillation under reduced pressure. Water was added to the residue. The resulting mixture was neutralized by the addition of 2N aqueous hydrochloric acid, after which it was extracted... Reactants: BrC=1C=C2C(=CNC2=C(C1)C(=O)OCC)C1CSCC1 (Ethyl 5-bromo-3-(tetrahydro-3-thienyl)-1H-indole-7-carboxylate), OOS(=O)[O-].[K+] (Oxone), C([O-])(O)=O.[Na+] (Sodium bicarbonate), C(CN(CC(=O)O)CC(=O)O)N(CC(=O)O)CC(=O)O (EDTA). Solvent: O (water), COCCOC (1,2-dimethoxyethane), O (water). Conditions: time 18 hour. The product is BrC=1C=C2C(=CNC2=C(C1)C(=O)OCC)C1CS(CC1)(=O)=O (Ethyl 5-bromo-3-(1,1-dioxidotetrahydro-3-thienyl)-1H-indole-7-carboxylate). Yield: 84.8%. RXN SMILES: [Br:1][C:2]1[CH:3]=[C:4]2[C:8](=[C:9]([C:11]([O:13][CH2:14][CH3:15])=[O:12])[CH:10]=1)[NH:7][CH:6]=[C:5]2[CH:16]1[CH2:20][CH2:19]S[CH2:17]1.C(N(CC(O)=O)CC(O)=O)CN(CC(O)=O)CC(O)=O.O[O:42][S:43]([O-:45])=O.[K+].C(=O)(O)[O-].[Na+]>COCCOC.O>[Br:1][C:2]1[CH:3]=[C:4]2[C:8](=[C:9]([C:11]([O:13][CH2:14][CH3:15])=[O:12])[CH:10]=1)[NH:7][CH:6]=[C:5]2[CH:16]1[CH2:20][CH2:19][S:43](=[O:45])(=[O:42])[CH2:17]1 |f:2.3,4.5|. Procedure details: Ethyl 5-bromo-3-(tetrahydro-3-thienyl)-1H-indole-7-carboxylate (0.670 g, 1.82 mmol) was dissolved in 1,2-dimethoxyethane (50 mL). A solution of 0.0004 M EDTA (10 mL) was added followed by the portion-wise addition of a suspension of Oxone (3.49 g, 5.67 mmol) and Sodium bicarbonate (1.59 g, 18.9 mmol), in water (15 mL). The reaction was stirred for 18 hours at room temperature. Afterwards, the reaction was diluted with water (50 mL) and extracted with dichloromethane (2×50 mL). The combined organ...